This data is from the Open Reaction Database (ORD), a public repository of structured organic reaction records. The task is: describe an organic reaction: reactants, conditions, products, and yield Procedure details: The crude 5-tert-Butyl-3-(4-methoxy-benzyl)-7-(3,3,4,4-tetrafluoro-pyrrolidin-1-yl)-3H-[1,2,3]triazolo[4,5-d]pyrimidine was treated with triethylsilane in TFA and heated to 70° C. for 20 h and evaporated. The crude material was used without further purification in the consecutive step. As a reaction SMILES: [C:1]([C:5]1[N:6]=[C:7]([N:23]2[CH2:27][C:26]([F:29])([F:28])[C:25]([F:31])([F:30])[CH2:24]2)[C:8]2[N:13]=[N:12][N:11](CC3C=CC(OC)=CC=3)[C:9]=2[N:10]=1)([CH3:4])([CH3:3])[CH3:2].C([SiH](CC)CC)C>C(O)(C(F)(F)F)=O>[C:1]([C:5]1[N:6]=[C:7]([N:23]2[CH2:27][C:26]([F:28])([F:29])[C:25]([F:30])([F:31])[CH2:24]2)[C:8]2[N:13]=[N:12][NH:11][C:9]=2[N:10]=1)([CH3:4])([CH3:2])[CH3:3]. Product: C(C)(C)(C)C=1N=C(C2=C(N1)NN=N2)N2CC(C(C2)(F)F)(F)F (5-tert-Butyl-7-(3,3,4,4-tetrafluoro-pyrrolidin-1-yl)-3H-[1,2,3]triazolo[4,5-d]pyrimidine). Conditions: temperature 70 celsius. Starting materials: C(C)(C)(C)C=1N=C(C2=C(N1)N(N=N2)CC2=CC=C(C=C2)OC)N2CC(C(C2)(F)F)(F)F (5-tert-Butyl-3-(4-methoxy-benzyl)-7-(3,3,4,4-tetrafluoro-pyrrolidin-1-yl)-3H-[1,2,3]triazolo[4,5-d]pyrimidine), C(C)[SiH](CC)CC (triethylsilane). Solvent: C(=O)(C(F)(F)F)O (TFA).